This data is from the Open Reaction Database (ORD), a public repository of structured organic reaction records. The task is: describe an organic reaction: reactants, conditions, products, and yield Yields the product Nc1c(C(=O)O)cc(Cl)cc1[N+](=O)[O-]. The reactants are CC(=O)O, O=C1CCC(=O)N1Cl, Nc1c(C(=O)O)cccc1[N+](=O)[O-], O. RXN SMILES: [CH3:23][C:24](=[O:25])[OH:26].[Cl:14][N:15]1[C:16](=[O:17])[CH2:18][CH2:19][C:20]1=[O:21].[NH2:1][c:2]1[c:3]([C:4](=[O:5])[OH:6])[cH:7][cH:8][cH:9][c:10]1[N+:11](=[O:12])[O-:13].[OH2:22]>>[NH2:1][c:2]1[c:3]([C:4](=[O:5])[OH:6])[cH:7][c:8]([Cl:14])[cH:9][c:10]1[N+:11](=[O:12])[O-:13]. The reactants are CN(c1cccc2cc(C3=NCC(CC(=O)O)S3)[nH]c12)S(=O)(=O)c1cccs1, CN1CCNCC1, CCN=C=NCCCN(C)C, CCOC(C)=O, CN(C)C=O, Cl, On1nnc2ccccc21. The product is CN1CCN(C(=O)CC2CN=C(c3cc4cccc(N(C)S(=O)(=O)c5cccs5)c4[nH]3)S2)CC1. Reaction SMILES: [CH3:1][N:2]([c:3]1[cH:4][cH:5][cH:6][c:7]2[cH:8][c:9]([C:12]3=[N:16][CH2:15][CH:14]([CH2:17][C:18](=[O:19])[OH:20])[S:13]3)[nH:10][c:11]12)[S:21](=[O:22])(=[O:23])[c:24]1[s:25][cH:26][cH:27][cH:28]1.[CH3:29][N:30]1[CH2:31][CH2:32][NH:33][CH2:34][CH2:35]1.[CH3:47][N:48]([CH3:49])[CH2:50][CH2:51][CH2:52][N:53]=[C:54]=[N:55][CH2:56][CH3:57].[CH3:58][CH2:59][O:60][C:61](=[O:62])[CH3:63].[CH3:64][N:65]([CH3:66])[CH:67]=[O:68].[ClH:46].[n:36]1([OH:37])[c:38]2[cH:39][cH:40][cH:41][cH:42][c:43]2[n:44][n:45]1>>[CH3:1][N:2]([c:3]1[cH:4][cH:5][cH:6][c:7]2[cH:8][c:9]([C:12]3=[N:16][CH2:15][CH:14]([CH2:17][C:18](=[O:20])[N:33]4[CH2:32][CH2:31][N:30]([CH3:29])[CH2:35][CH2:34]4)[S:13]3)[nH:10][c:11]12)[S:21](=[O:22])(=[O:23])[c:24]1[s:25][cH:26][cH:27][cH:28]1. Starting materials: NCCS(=O)(=O)O (taurine), C(C)(=O)[O-].[K+] (potassium acetate), C1(C=2C(C(=O)O1)=CC=CC2)=O (phthalic anhydride). The solvent is C(C)(=O)O (acetic acid). Yields the product [K+].C1(C=2C(C(N1CCS(=O)(=O)[O-])=O)=CC=CC2)=O (2-Phthalimidoethanesulphonic acid potassium salt). Yield: 84.1%. As a reaction SMILES: [NH2:1][CH2:2][CH2:3][S:4]([OH:7])(=[O:6])=[O:5].C([O-])(=O)C.[K+:12].[C:13]1(=O)[O:18][C:16](=[O:17])[C:15]2=[CH:19][CH:20]=[CH:21][CH:22]=[C:14]12>C(O)(=O)C>[K+:12].[C:13]1(=[O:18])[N:1]([CH2:2][CH2:3][S:4]([O-:7])(=[O:6])=[O:5])[C:16](=[O:17])[C:15]2=[CH:19][CH:20]=[CH:21][CH:22]=[C:14]12 |f:1.2,5.6|. Reported procedure: A mixture containing 30 g of taurine, 25 g of potassium acetate and 90 ml of acetic acid is brought to reflux for 10 minutes and 37.8 g of phthalic anhydride are then added. The mixture is heated to reflux for two and a half hours and then filtered, and the product is washed with AcOH and then with 2-propanol; it is rinsed with ether and then dried under vacuum to obtain 59.14 g of the expected product. Starting materials: CC1=NC2=CC=CC=C2N=C1C (2,3-dimethylquinoxaline), [N+](=O)([O-])C1=CC=C(C=O)C=C1 (p-nitrobenzaldehyde). Solvent: C(C)(=O)OC(C)=O (acetic anhydride). Yields the product [N+](=O)([O-])C1=CC=C(C=CC2=NC3=CC=CC=C3N=C2C=CC2=CC=C(C=C2)[N+](=O)[O-])C=C1 (2,3-Bis(4-nitrostyryl)quinoxaline). As a reaction SMILES: [CH3:1][C:2]1[C:11]([CH3:12])=[N:10][C:9]2[C:4](=[CH:5][CH:6]=[CH:7][CH:8]=2)[N:3]=1.[N+:13]([C:16]1[CH:23]=[CH:22][C:19]([CH:20]=O)=[CH:18][CH:17]=1)([O-:15])=[O:14]>C(OC(=O)C)(=O)C>[N+:13]([C:16]1[CH:23]=[CH:22][C:19]([CH:20]=[CH:12][C:11]2[C:2]([CH:1]=[CH:20][C:19]3[CH:22]=[CH:23][C:16]([N+:13]([O-:15])=[O:14])=[CH:17][CH:18]=3)=[N:3][C:4]3[C:9](=[CH:8][CH:7]=[CH:6][CH:5]=3)[N:10]=2)=[CH:18][CH:17]=1)([O-:15])=[O:14]. Procedure: In 200 ml of acetic anhydride, 16 g of 2,3-dimethylquinoxaline and 30 g of p-nitrobenzaldehyde were heated under reflux for 30 minutes.